This data is from the Open Reaction Database (ORD), a public repository of structured organic reaction records. The task is: describe an organic reaction: reactants, conditions, products, and yield Reported procedure: Ethyl 8-benzyl-5,8-dihydro-2-(1-piperazinyl)5-oxopyrido[2,3-d]pyrimidine-6-carboxylate (1.5 g) was dissolved in 20 ml of a 12% aqueous solution of sulfuric acid by heating at 90°C for one hour. The resulting solution was filtered to remove a small amount of the insoluble material and the filtrate was neutralized with 28% aqueous ammonia, to separate a solid which was collected, washed with water, and recrystallized from dimethylformamide. There is obtained 1.1 g of the product, m.p. 250° -253°C. Starting materials: C(C1=CC=CC=C1)N1C=C(C(C2=C1N=C(N=C2)N2CCNCC2)=O)C(=O)OCC (Ethyl 8-benzyl-5,8-dihydro-2-(1-piperazinyl)5-oxopyrido[2,3-d]pyrimidine-6-carboxylate). Reaction conditions: temperature 90 celsius. RXN SMILES: [CH2:1]([N:8]1[C:13]2[N:14]=[C:15]([N:18]3[CH2:23][CH2:22][NH:21][CH2:20][CH2:19]3)[N:16]=[CH:17][C:12]=2[C:11](=[O:24])[C:10]([C:25]([O:27]CC)=[O:26])=[CH:9]1)[C:2]1[CH:7]=[CH:6][CH:5]=[CH:4][CH:3]=1>S(=O)(=O)(O)O>[CH2:1]([N:8]1[C:13]2[N:14]=[C:15]([N:18]3[CH2:23][CH2:22][NH:21][CH2:20][CH2:19]3)[N:16]=[CH:17][C:12]=2[C:11](=[O:24])[C:10]([C:25]([OH:27])=[O:26])=[CH:9]1)[C:2]1[CH:3]=[CH:4][CH:5]=[CH:6][CH:7]=1. Yield: 79.0%. The product is C(C1=CC=CC=C1)N1C=C(C(C2=C1N=C(N=C2)N2CCNCC2)=O)C(=O)O (8-Benzyl-5,8-dihydro-2-(1-piperazinyl)-5-oxopyrido [2,3-d]pyrimidine-6-carboxylic acid). Solvent: aqueous solution, S(O)(O)(=O)=O (sulfuric acid).